Dataset: the Open Reaction Database (ORD), a public repository of structured organic reaction records. Task: describe an organic reaction: reactants, conditions, products, and yield Starting materials: C(C)OC1=C2C(=C(C=3C(N(CC13)C1=CC=C(C=C1)CC(=O)OCC)=O)OCC)C=CC=C2 (Ethyl [4-(4,9diethoxy-1-oxo-1,3-dihydro-2H-benzo[f]isoindol-2-yl)phenyl]acetate), C([O-])([O-])=O.[K+].[K+] (potassium carbonate), C(C)O (ethanol). The solvent is O (water), O (water). Conditions: time 2 hour. Yields the product C(C)OC1=C2C(=C(C=3C(N(CC13)C1=CC=C(C=C1)CC(=O)O)=O)OCC)C=CC=C2 ([4-(4,9-diethoxy-1-oxo-1,3-dihydro-2H-benzo[f]isoindol-2-yl)phenyl]acetic acid). Isolated yield 82.2%. As a reaction SMILES: [CH2:1]([O:3][C:4]1[C:12]2[CH2:11][N:10]([C:13]3[CH:18]=[CH:17][C:16]([CH2:19][C:20]([O:22]CC)=[O:21])=[CH:15][CH:14]=3)[C:9](=[O:25])[C:8]=2[C:7]([O:26][CH2:27][CH3:28])=[C:6]2[CH:29]=[CH:30][CH:31]=[CH:32][C:5]=12)[CH3:2].C(=O)([O-])[O-].[K+].[K+].C(O)C>O>[CH2:1]([O:3][C:4]1[C:12]2[CH2:11][N:10]([C:13]3[CH:14]=[CH:15][C:16]([CH2:19][C:20]([OH:22])=[O:21])=[CH:17][CH:18]=3)[C:9](=[O:25])[C:8]=2[C:7]([O:26][CH2:27][CH3:28])=[C:6]2[CH:29]=[CH:30][CH:31]=[CH:32][C:5]=12)[CH3:2] |f:1.2.3|. Reported procedure: Ethyl [4-(4,9diethoxy-1-oxo-1,3-dihydro-2H-benzo[f]isoindol-2-yl)phenyl]acetate (5.86 g, 13.5 mmol) and potassium carbonate (12 g) were added td a mixture of ethanol (146 ml) and water (70 ml) and heated to reflux for 2 h. The solution was cooled to room temperature and the solvent evaporated under vacuum to leave an off-white solid. The solid was slurried in water and the water was evaporated under vacuum. The residue was stirred in hydrochloric acid (2N) for 2 h, filtered and washed with water... The reactants are FC(C=1C=CC(=NC1)N)(F)F (5-trifluoromethyl-2-aminopyridine), FC1=C(C(=O)NC(=O)OC2=CC=C(C=C2)[N+](=O)[O-])C(=CC=C1)F (2,6-difluorobenzamidocarboxylic acid, 4-nitrophenyl ester). Product: FC1=C(C(=O)NC(=O)NC2=NC=C(C=C2)C(F)(F)F)C(=CC=C1)F (1-(2,6-DIFLUOROBENZOYL)-3-(5-TRIFLUOROMETHYL-2-PYRIDINYL)UREA). As a reaction SMILES: [F:1][C:2]([F:11])([F:10])[C:3]1[CH:4]=[CH:5][C:6]([NH2:9])=[N:7][CH:8]=1.[F:12][C:13]1[CH:33]=[CH:32][CH:31]=[C:30]([F:34])[C:14]=1[C:15]([NH:17][C:18](OC1C=CC([N+]([O-])=O)=CC=1)=[O:19])=[O:16]>>[F:12][C:13]1[CH:33]=[CH:32][CH:31]=[C:30]([F:34])[C:14]=1[C:15]([NH:17][C:18]([NH:9][C:6]1[CH:5]=[CH:4][C:3]([C:2]([F:1])([F:10])[F:11])=[CH:8][N:7]=1)=[O:19])=[O:16]. Procedure: A portion of 5-trifluoromethyl-2-aminopyridine is dissolved in an inert organic solvent, and to the solution is added a portion of 2,6-difluorobenzamidocarboxylic acid, 4-nitrophenyl ester. The reaction mixture is stirred at elevated temperature for a period of time, after which the reaction mixture is evaporated to dryness under vacuum, and the product named in the heading above, identical to the product of Example 1, is isolated by recrystallization. Starting materials: C(C)(C)(C)[Si](O[C@H]1C2(CC2)CCN(C1)CCCN)(C)C (3-[(S)-4-(tert-butyl-dimethyl-silanyloxy)-6-aza-spiro[2.5]oct-6-yl]-propylamine), COC(C=O)OC (dimethoxyacetaldehyde), [BH4-].[Na+] (sodium borohydride). Solvent: CO (MeOH). The product is C(C)(C)(C)[Si](O[C@H]1C2(CC2)CCN(C1)CCCNCC(OC)OC)(C)C ({3-[(S)-4-(tert-Butyl-dimethyl-silanyloxy)-6-aza-spiro[2.5]oct-6-yl]-propyl}-(2,2-dimethoxy-ethyl)-amine). Isolated yield 69.6%. RXN SMILES: [C:1]([Si:5]([CH3:20])([CH3:19])[O:6][C@@H:7]1[CH2:14][N:13]([CH2:15][CH2:16][CH2:17][NH2:18])[CH2:12][CH2:11][C:8]21[CH2:10][CH2:9]2)([CH3:4])([CH3:3])[CH3:2].[CH3:21][O:22][CH:23]([O:26][CH3:27])[CH:24]=O.[BH4-].[Na+]>CO>[C:1]([Si:5]([CH3:20])([CH3:19])[O:6][C@@H:7]1[CH2:14][N:13]([CH2:15][CH2:16][CH2:17][NH:18][CH2:24][CH:23]([O:26][CH3:27])[O:22][CH3:21])[CH2:12][CH2:11][C:8]21[CH2:10][CH2:9]2)([CH3:4])([CH3:3])[CH3:2] |f:2.3|. Procedure details: A solution of 3-[(S)-4-(tert-butyl-dimethyl-silanyloxy)-6-aza-spiro[2.5]oct-6-yl]-propylamine (234 mg, 0.78 mmol) and dimethoxyacetaldehyde (45% solution in TBME, 0.20 mL, 0.78 mmol) in MeOH (3 mL) was stirred for 5 h at RT, then sodium borohydride (47 mg, 1.25 mmol) was added, then after 15 min the reaction mixture was partitioned between EtOAc and sat. aq. NaHCO3 solution. The organic layer was washed with brine, dried (MgSO4), filtered, and evaporated. Chromatography (IST Isolute® Flash NH2; ... Reactants: NC=1N=C2N(N=C(C=C2)OC=2C=C(C=CC2)NC(C2=CC(=CC=C2)C(F)(F)F)=O)C1 (N-{3-[(2-aminoimidazo[1,2-b]pyridazin-6-yl)oxy]phenyl}-3-(trifluoromethyl)benzamide), CC1(C2=CC=CC(=C2OC=2C(=CC=CC12)P(C1=CC=CC=C1)C1=CC=CC=C1)P(C1=CC=CC=C1)C1=CC=CC=C1)C ((9,9-dimethyl-9H-xanthene-4,5-diyl)bis(diphenylphosphine)), CC(C)([O-])C.[Na+] (sodium t-butoxide), BrC=1SC=CN1 (2-bromothiazole). The reagents and catalysts are C=1C=CC(=CC1)/C=C/C(=O)/C=C/C2=CC=CC=C2.C=1C=CC(=CC1)/C=C/C(=O)/C=C/C2=CC=CC=C2.C=1C=CC(=CC1)/C=C/C(=O)/C=C/C2=CC=CC=C2.[Pd].[Pd] (tris(dibenzylideneacetone)dipalladium). Solvent: CN(C(C)=O)C (N,N-dimethylacetamide), C(C)(=O)OCC (ethyl acetate). Run at temperature 70 celsius, time 2 hour. Product: S1C(=NC=C1)NC=1N=C2N(N=C(C=C2)OC=2C=C(C=CC2)NC(C2=CC(=CC=C2)C(F)(F)F)=O)C1 (N-(3-{[2-(1,3-thiazol-2-ylamino)imidazo[1,2-b]pyridazin-6-yl]oxy}phenyl)-3-(trifluoromethyl)benzamide). Yield: 5.0%. Reaction SMILES: [NH2:1][C:2]1[N:3]=[C:4]2[CH:9]=[CH:8][C:7]([O:10][C:11]3[CH:12]=[C:13]([NH:17][C:18](=[O:29])[C:19]4[CH:24]=[CH:23][CH:22]=[C:21]([C:25]([F:28])([F:27])[F:26])[CH:20]=4)[CH:14]=[CH:15][CH:16]=3)=[N:6][N:5]2[CH:30]=1.CC1(C)C2C=CC=C(P(C3C=CC=CC=3)C3C=CC=CC=3)C=2OC2C1=CC=CC=2P(C1C=CC=CC=1)C1C=CC=CC=1.CC(C)([O-])C.[Na+].Br[C:80]1[S:81][CH:82]=[CH:83][N:84]=1>C1C=CC(/C=C/C(/C=C/C2C=CC=CC=2)=O)=CC=1.C1C=CC(/C=C/C(/C=C/C2C=CC=CC=2)=O)=CC=1.C1C=CC(/C=C/C(/C=C/C2C=CC=CC=2)=O)=CC=1.[Pd].[Pd].C(OCC)(=O)C.CN(C)C(=O)C>[S:81]1[CH:82]=[CH:83][N:84]=[C:80]1[NH:1][C:2]1[N:3]=[C:4]2[CH:9]=[CH:8][C:7]([O:10][C:11]3[CH:12]=[C:13]([NH:17][C:18](=[O:29])[C:19]4[CH:24]=[CH:23][CH:22]=[C:21]([C:25]([F:28])([F:27])[F:26])[CH:20]=4)[CH:14]=[CH:15][CH:16]=3)=[N:6][N:5]2[CH:30]=1 |f:2.3,5.6.7.8.9|. Procedure details: A mixture of N-{3-[(2-aminoimidazo[1,2-b]pyridazin-6-yl)oxy]phenyl}-3-(trifluoromethyl)benzamide (165 mg, 0.4 mmol), tris(dibenzylideneacetone)dipalladium (0) (37 mg, 0.04 mmol), (9,9-dimethyl-9H-xanthene-4,5-diyl)bis(diphenylphosphine) (46 mg, 0.03 mmol), sodium t-butoxide (77 mg, 0.8 mmol), 2-bromothiazole (98 mg, 0.6 mmol) and N,N-dimethylacetamide (2 mL) was heated to 70° C. under nitrogen atmosphere, and the mixture was stirred for 2 hr. After allowing the reaction mixture to cool to room t... Reactants: C(C1=CC=CC=C1)ONC(=O)[C@@H]1N(C[C@@H]([C@H]([C@@H]1O)O)O)S(=O)(=O)C1=CC=C(C=C1)OC1=CC=CC=C1 ((2R,3R,4R,5S)-3,4,5-trihydroxy-1-(4′-phenoxybenzenesulfonyl)-piperidine-2-carboxylic Acid Benzyloxyamide), CO (methanol). The reagents and catalysts are [Pd] (Pd—C). Reaction conditions: temperature 40 celsius, time 2 hour. Yields the product O[C@@H]1[C@@H](N(C[C@@H]([C@H]1O)O)S(=O)(=O)C1=CC=C(C=C1)OC1=CC=CC=C1)C(=O)O ((2R,3R,4R,5S)-3,4,5-trihydroxy-1-(4′-phenoxybenzenesulfonyl)-piperidine-2-carboxylic Acid). RXN SMILES: C(ON[C:10]([C@H:12]1[C@@H:17]([OH:18])[C@H:16]([OH:19])[C@@H:15]([OH:20])[CH2:14][N:13]1[S:21]([C:24]1[CH:29]=[CH:28][C:27]([O:30][C:31]2[CH:36]=[CH:35][CH:34]=[CH:33][CH:32]=2)=[CH:26][CH:25]=1)(=[O:23])=[O:22])=[O:11])C1C=CC=CC=1.C[OH:38]>[Pd]>[OH:18][C@H:17]1[C@H:16]([OH:19])[C@@H:15]([OH:20])[CH2:14][N:13]([S:21]([C:24]2[CH:25]=[CH:26][C:27]([O:30][C:31]3[CH:32]=[CH:33][CH:34]=[CH:35][CH:36]=3)=[CH:28][CH:29]=2)(=[O:22])=[O:23])[C@H:12]1[C:10]([OH:11])=[O:38]. Procedure details: The above compound (6) (1.68 g) was dissolved in methanol (70 mL) and 10% Pd—C (350 mg) was added, and then the mixture was stirred under a hydrogen atmosphere at 40° C. for 2 hours. The catalyst was removed by filtration and the filtrate was concentrated under reduced pressure. The resulting residue was purified by silica gel medium pressure column chromatography (chloroform:methanol=20:1→9:1. 4:1) to obtain the titled compound (951 mg) as a colorless powder. Reactants: CN(C)C=O, Cl, N#CC(CCC(F)(F)C(F)(F)F)S(=O)(=O)CCC(F)(F)F, [H-], CCCI, [Na+]. Product: CCCC(C#N)(CCC(F)(F)C(F)(F)F)S(=O)(=O)CCC(F)(F)F. Reaction SMILES: [CH3:29][N:30]([CH3:31])[CH:32]=[O:33].[ClH:28].[F:5][C:6]([CH2:7][CH2:8][CH:9]([C:10]#[N:11])[S:12](=[O:13])(=[O:14])[CH2:15][CH2:16][C:17]([F:18])([F:19])[F:20])([C:21]([F:22])([F:23])[F:24])[F:25].[H-:26].[I:1][CH2:2][CH2:3][CH3:4].[Na+:27]>>[CH2:2]([CH2:3][CH3:4])[C:9]([CH2:8][CH2:7][C:6]([F:5])([C:21]([F:22])([F:23])[F:24])[F:25])([C:10]#[N:11])[S:12](=[O:13])(=[O:14])[CH2:15][CH2:16][C:17]([F:18])([F:19])[F:20]. The reactants are OC1=NOC(=C1)C1=CC=C(C=C1)C(C)C (3-Hydroxy-5-(4-isopropylphenyl)isoxazole), C(C)(C)(C)OC(=O)NCCO (2-(N-tert-butoxycarbonylamino)ethanol). The product is C(C)(C)(C)OC(=O)NCCOC1=NOC(=C1)C1=CC=C(C=C1)C(C)C (3-(2-(N-tert-Butoxycarbonylamino)ethoxy)-5-(4-isopropylphenyl)isoxazole). Isolated yield 76.3%. As a reaction SMILES: [OH:1][C:2]1[CH:6]=[C:5]([C:7]2[CH:12]=[CH:11][C:10]([CH:13]([CH3:15])[CH3:14])=[CH:9][CH:8]=2)[O:4][N:3]=1.[C:16]([O:20][C:21]([NH:23][CH2:24][CH2:25]O)=[O:22])([CH3:19])([CH3:18])[CH3:17]>>[C:16]([O:20][C:21]([NH:23][CH2:24][CH2:25][O:1][C:2]1[CH:6]=[C:5]([C:7]2[CH:12]=[CH:11][C:10]([CH:13]([CH3:15])[CH3:14])=[CH:9][CH:8]=2)[O:4][N:3]=1)=[O:22])([CH3:19])([CH3:18])[CH3:17]. Procedure details: 3-Hydroxy-5-(4-isopropylphenyl)isoxazole (0.2 g) and 2-(N-tert-butoxycarbonylamino)ethanol (0.17 g) were subjected to reaction and post-treatment in a similar manner to that described in Example 9(a) to obtain the title compound (0.26 g, 77%) as a colorless powder.